Dataset: the Open Reaction Database (ORD), a public repository of structured organic reaction records. Task: describe an organic reaction: reactants, conditions, products, and yield Reactants: N#Cc1ccccc1F, [H-], [Na+], CN(C)C=O, O, O=S1(=O)CCCCN1. The product is N#Cc1ccccc1N1CCCCS1(=O)=O. Reaction SMILES: [F:11][c:12]1[c:13]([C:14]#[N:15])[cH:16][cH:17][cH:18][cH:19]1.[H-:1].[Na+:2].[O:20]=[CH:21][N:22]([CH3:23])[CH3:24].[OH2:25].[S:3]1(=[O:9])(=[O:10])[NH:4][CH2:5][CH2:6][CH2:7][CH2:8]1>>[S:3]1(=[O:9])(=[O:10])[N:4]([c:12]2[c:13]([C:14]#[N:15])[cH:16][cH:17][cH:18][cH:19]2)[CH2:5][CH2:6][CH2:7][CH2:8]1. The reactants are BrC=1C(=CC(=C(C(=O)NC=2C(=NOC2)C)C1)OCC1=C(C=C(C=C1)F)F)CN1CCOCC1 (5-Bromo-2-{[(2,4-difluorophenyl)methyl]oxy}-N-(3-methyl-4-isoxazolyl)-4-(4-morpholinylmethyl)benzamide), CN1N=CC(=C1)B1OC(C(O1)(C)C)(C)C (1-methyl-4-(4,4,5,5-tetramethyl-1,3,2-dioxaborolan-2-yl)-1H-pyrazole), C([O-])([O-])=O.[Na+].[Na+] (sodium carbonate). The reagents and catalysts are C=1C=CC(=CC1)[P](C=2C=CC=CC2)(C=3C=CC=CC3)[Pd]([P](C=4C=CC=CC4)(C=5C=CC=CC5)C=6C=CC=CC6)([P](C=7C=CC=CC7)(C=8C=CC=CC8)C=9C=CC=CC9)[P](C=1C=CC=CC1)(C=1C=CC=CC1)C=1C=CC=CC1 (Pd(Ph3P)4). Run in COCCOC (1,2-dimethoxyethane). Run at temperature 120 celsius. The product is FC1=C(C=CC(=C1)F)COC1=C(C(=O)NC=2C(=NOC2)C)C=C(C(=C1)CN1CCOCC1)C=1C=NN(C1)C (2-{[(2,4-Difluorophenyl)methyl]oxy}-N-(3-methyl-4-isoxazolyl)-5-(1-methyl-1H-pyrazol-4-yl)-4-(4-morpholinylmethyl)benzamide). As a reaction SMILES: Br[C:2]1[C:3]([CH2:27][N:28]2[CH2:33][CH2:32][O:31][CH2:30][CH2:29]2)=[CH:4][C:5]([O:17][CH2:18][C:19]2[CH:24]=[CH:23][C:22]([F:25])=[CH:21][C:20]=2[F:26])=[C:6]([CH:16]=1)[C:7]([NH:9][C:10]1[C:11]([CH3:15])=[N:12][O:13][CH:14]=1)=[O:8].[CH3:34][N:35]1[CH:39]=[C:38](B2OC(C)(C)C(C)(C)O2)[CH:37]=[N:36]1.C(=O)([O-])[O-].[Na+].[Na+]>COCCOC.C1C=CC([P]([Pd]([P](C2C=CC=CC=2)(C2C=CC=CC=2)C2C=CC=CC=2)([P](C2C=CC=CC=2)(C2C=CC=CC=2)C2C=CC=CC=2)[P](C2C=CC=CC=2)(C2C=CC=CC=2)C2C=CC=CC=2)(C2C=CC=CC=2)C2C=CC=CC=2)=CC=1>[F:26][C:20]1[CH:21]=[C:22]([F:25])[CH:23]=[CH:24][C:19]=1[CH2:18][O:17][C:5]1[CH:4]=[C:3]([CH2:27][N:28]2[CH2:33][CH2:32][O:31][CH2:30][CH2:29]2)[C:2]([C:38]2[CH:37]=[N:36][N:35]([CH3:34])[CH:39]=2)=[CH:16][C:6]=1[C:7]([NH:9][C:10]1[C:11]([CH3:15])=[N:12][O:13][CH:14]=1)=[O:8] |f:2.3.4,^1:64,66,85,104|. Procedure: To a solution of 5-bromo-2-{[(4-fluorophenyl)methyl]oxy}-N-(3-methyl-4-isoxazolyl)-4-(4-morpholinylmethyl)benzamide (may be prepared as described in Example 21; 89 mg, 0.18 mmol) in 1,2-dimethoxyethane (3 ml) was added 1-methyl-4-(4,4,5,5-tetramethyl-1,3,2-dioxaborolan-2-yl)-1H-pyrazole (40.4 mg, 0.19 mmol), sodium carbonate (0.35 ml, 0.35 mmol) and Pd(Ph3P)4 (12.23 mg, 10.59 μmol). The mixture was heated at 120° C. in a microwave for 35 minutes, the solvent removed in vacuo and the residue puri... Reactants: CNCCC=1SC=CC1 (N-methyl-N-(2-(2-thienyl)ethyl)amine), C(C)N(C(C)C)C(C)C (Ethyldiisopropylamine), C(C)(C)(C)OC(=O)N(C)[C@@H](C(=O)O)CC1=CC2=CC=CC=C2C=C1 ((2R)-2-(N-(tert-Butoxycarbonyl)-N-methylamino)-3-(2-naphthyl)propionic acid), ON1N=NC2=C1N=CC=C2 (1-Hydroxy-7-azabenzotriazole), Cl.CN(CCCN=C=NCC)C (N-(3-dimethylaminopropyl)-N'-ethylcarbodiimide hydrochloride). The solvent is ClCCl (dichloromethane), C(C)(=O)OCC (ethyl acetate), CN(C=O)C (N,N-dimethylformamide), ClCCl (dichloromethane). Conditions: temperature 0 celsius, time 15 minute. Yields the product C(C)(C)(C)OC(N([C@H](CC1=CC2=CC=CC=C2C=C1)C(N(CCC=1SC=CC1)C)=O)C)=O (N-methyl-N-((1R)-1-(N-methyl-N-(2-(2-thienyl)ethyl)carbamoyl)-2-(2-naphthyl)ethyl)carbamic acid tert-butyl ester). RXN SMILES: [C:1]([O:5][C:6]([N:8]([C@H:10]([CH2:14][C:15]1[CH:24]=[CH:23][C:22]2[C:17](=[CH:18][CH:19]=[CH:20][CH:21]=2)[CH:16]=1)[C:11]([OH:13])=O)[CH3:9])=[O:7])([CH3:4])([CH3:3])[CH3:2].ON1C2N=CC=CC=2N=N1.Cl.CN(C)CCCN=C=NCC.[CH3:47][NH:48][CH2:49][CH2:50][C:51]1[S:52][CH:53]=[CH:54][CH:55]=1.C(N(C(C)C)C(C)C)C>CN(C)C=O.ClCCl.C(OCC)(=O)C>[C:1]([O:5][C:6](=[O:7])[N:8]([CH3:9])[C@@H:10]([C:11](=[O:13])[N:48]([CH3:47])[CH2:49][CH2:50][C:51]1[S:52][CH:53]=[CH:54][CH:55]=1)[CH2:14][C:15]1[CH:24]=[CH:23][C:22]2[C:17](=[CH:18][CH:19]=[CH:20][CH:21]=2)[CH:16]=1)([CH3:3])([CH3:2])[CH3:4] |f:2.3|. Procedure: (2R)-2-(N-(tert-Butoxycarbonyl)-N-methylamino)-3-(2-naphthyl)propionic acid (4.52 g, 13.7 mmol) was dissolved in N,N-dimethylformamide (6 ml) and dichloromethane (6 ml). 1-Hydroxy-7-azabenzotriazole (1.86 g, 13.7 mmol) was added as a solid. The solution was cooled to 0° C. N-(3-dimethylaminopropyl)-N'-ethylcarbodiimide hydrochloride (2.63 g, 13.7 mmol) was added. The solution was stirred for 15 min at 0° C. A solution of N-methyl-N-(2-(2-thienyl)ethyl)amine in dichloromethane (6 ml) was added. E... The reactants are COC1=CC=C(C=C1)C(NC(=O)C1=NC=C(C=C1NC1=NC(=CC(=C1)C)C)Br)C1=CC=C(C=C1)OC (N-[bis(4-methoxyphenyl)methyl]-5-bromo-3-[(4,6-dimethylpyridin-2-yl)amino]pyridine-2-carboxamide), NCCCNC(OC(C)(C)C)=O (tert-butyl (3-aminopropyl)carbamate), CC1(C2=C(C(=CC=C2)P(C3=CC=CC=C3)C4=CC=CC=C4)OC5=C(C=CC=C51)P(C6=CC=CC=C6)C7=CC=CC=C7)C (Xantphos), C([O-])([O-])=O.[Cs+].[Cs+] (cesium carbonate). The reagents and catalysts are C=1C=CC(=CC1)/C=C/C(=O)/C=C/C2=CC=CC=C2.C=1C=CC(=CC1)/C=C/C(=O)/C=C/C2=CC=CC=C2.C=1C=CC(=CC1)/C=C/C(=O)/C=C/C2=CC=CC=C2.[Pd].[Pd] (tris(dibenzylideneacetone)dipalladium(0)). Reaction conditions: temperature 95 celsius, time 6 hour. Yields the product COC1=CC=C(C=C1)C(C1=CC=C(C=C1)OC)NC(=O)C1=C(C=C(C=N1)NCCCNC(OC(C)(C)C)=O)NC1=NC(=CC(=C1)C)C (tert-butyl {3-[(6-{[bis(4-methoxyphenyl)methyl]carbamoyl}-5-[(4,6-dimethylpyridin-2-yl)amino]pyridin-3-yl)amino}propyl]carbamate). Reaction SMILES: [CH3:1][O:2][C:3]1[CH:8]=[CH:7][C:6]([CH:9]([C:29]2[CH:34]=[CH:33][C:32]([O:35][CH3:36])=[CH:31][CH:30]=2)[NH:10][C:11]([C:13]2[C:18]([NH:19][C:20]3[CH:25]=[C:24]([CH3:26])[CH:23]=[C:22]([CH3:27])[N:21]=3)=[CH:17][C:16](Br)=[CH:15][N:14]=2)=[O:12])=[CH:5][CH:4]=1.[NH2:37][CH2:38][CH2:39][CH2:40][NH:41][C:42](=[O:48])[O:43][C:44]([CH3:47])([CH3:46])[CH3:45].CC1(C)C2C(=C(P(C3C=CC=CC=3)C3C=CC=CC=3)C=CC=2)OC2C(P(C3C=CC=CC=3)C3C=CC=CC=3)=CC=CC1=2.C(=O)([O-])[O-].[Cs+].[Cs+]>C1C=CC(/C=C/C(/C=C/C2C=CC=CC=2)=O)=CC=1.C1C=CC(/C=C/C(/C=C/C2C=CC=CC=2)=O)=CC=1.C1C=CC(/C=C/C(/C=C/C2C=CC=CC=2)=O)=CC=1.[Pd].[Pd]>[CH3:1][O:2][C:3]1[CH:8]=[CH:7][C:6]([CH:9]([NH:10][C:11]([C:13]2[N:14]=[CH:15][C:16]([NH:37][CH2:38][CH2:39][CH2:40][NH:41][C:42](=[O:48])[O:43][C:44]([CH3:46])([CH3:45])[CH3:47])=[CH:17][C:18]=2[NH:19][C:20]2[CH:25]=[C:24]([CH3:26])[CH:23]=[C:22]([CH3:27])[N:21]=2)=[O:12])[C:29]2[CH:34]=[CH:33][C:32]([O:35][CH3:36])=[CH:31][CH:30]=2)=[CH:5][CH:4]=1 |f:3.4.5,6.7.8.9.10|. Reported procedure: N-[bis(4-methoxyphenyl)methyl]-5-bromo-3-[(4,6-dimethylpyridin-2-yl)amino]pyridine-2-carboxamide (PrepEx 1.11) (50 mg, 0.091 mmol), tert-butyl (3-aminopropyl)carbamate (32 mg, 0.18 mmol), tris(dibenzylideneacetone)dipalladium(0) (8 mg, 0.01 mmol), Xantphos (11 mg, 0.018 mmol), and cesium carbonate (66 mg, 0.20 mmol) were combined in a dry flask and purged with argon for 5 minutes. To this mixture was added 1,4-dioxane (0.75 mL), and the reaction mixture was deoxygenated by flushing it with argon... Starting materials: Clc1ccccc1, COC(Cc1ccc(OCCCOc2ccc(C(=O)c3ccc(F)cc3)cc2)cc1)C(=O)O, [K+], [OH-], O. The product is COC(Cc1ccc(OCCCOc2ccc(C(=O)c3ccc(O)cc3)cc2)cc1)C(=O)O. Reaction SMILES: [Cl:37][c:38]1[cH:39][cH:40][cH:41][cH:42][cH:43]1.[F:1][c:2]1[cH:3][cH:4][c:5]([C:6](=[O:7])[c:8]2[cH:9][cH:10][c:11]([O:12][CH2:13][CH2:14][CH2:15][O:16][c:17]3[cH:18][cH:19][c:20]([CH2:23][CH:24]([C:25](=[O:26])[OH:27])[O:28][CH3:29])[cH:21][cH:22]3)[cH:30][cH:31]2)[cH:32][cH:33]1.[K+:35].[OH-:34].[OH2:36]>>[c:2]1([OH:34])[cH:3][cH:4][c:5]([C:6](=[O:7])[c:8]2[cH:9][cH:10][c:11]([O:12][CH2:13][CH2:14][CH2:15][O:16][c:17]3[cH:18][cH:19][c:20]([CH2:23][CH:24]([C:25](=[O:26])[OH:27])[O:28][CH3:29])[cH:21][cH:22]3)[cH:30][cH:31]2)[cH:32][cH:33]1.